From a dataset of the Open Reaction Database (ORD), a public repository of structured organic reaction records. describe an organic reaction: reactants, conditions, products, and yield Starting materials: Cl (HCl), O1CCOCC1 (1,4-dioxane), OC(=O)C(F)(F)F.FC1=C(C(=O)N2C(CN(CC2)C(=O)OC(C)(C)C)COC=2C=NC=CC2)C=CC=C1 (tert-butyl 4-(2-fluorobenzoyl)-3-((pyridin-3-yloxy)methyl)piperazine-1-carboxylate TFA salt). Solvent: CO (MeOH). Reaction conditions: time 1 hour. Product: Cl.Cl.FC1=C(C=CC=C1)C(=O)N1C(CNCC1)COC=1C=NC=CC1 ((2-fluorophenyl)(2-((pyridin-3-yloxy)methyl)piperazin-1-yl)methanone dihydrochloride). Isolated yield 86.0%. RXN SMILES: [ClH:1].O1CCOCC1.OC(C(F)(F)F)=O.[F:15][C:16]1[CH:44]=[CH:43][CH:42]=[CH:41][C:17]=1[C:18]([N:20]1[CH2:25][CH2:24][N:23](C(OC(C)(C)C)=O)[CH2:22][CH:21]1[CH2:33][O:34][C:35]1[CH:36]=[N:37][CH:38]=[CH:39][CH:40]=1)=[O:19]>CO>[ClH:1].[ClH:1].[F:15][C:16]1[CH:44]=[CH:43][CH:42]=[CH:41][C:17]=1[C:18]([N:20]1[CH2:25][CH2:24][NH:23][CH2:22][CH:21]1[CH2:33][O:34][C:35]1[CH:36]=[N:37][CH:38]=[CH:39][CH:40]=1)=[O:19] |f:2.3,5.6.7|. Procedure: 4 M HCl in 1,4-dioxane (6 mL, 24 mmol) was added to a solution of tert-butyl 4-(2-fluorobenzoyl)-3-((pyridin-3-yloxy)methyl)piperazine-1-carboxylate TFA salt (26 mg, 0.050 mmol) in MeOH (1 mL). After 1 h, the reaction mixture was concentrated under reduced pressure and purified by HPLC (5 to 50% MeCN/0.1% TFA in H2O/0.1% TFA gradient). The desired chromatography fractions were concentrated under reduced pressure, dissolved in MeOH (1 mL), and treated with 4 M HCl in 1,4-dioxane. This was concent... Run at temperature 200 celsius, time 8 hour. Yields the product C(C1=CC=CC=C1)N1S(=O)(=O)C2=C(C(=CC(=C2C1=O)OCC)CC=C)O (2-benzyl-4-ethoxy-6-allyl-7-hydroxysaccharin). Reaction SMILES: [CH2:1]([N:8]1[C:18](=[O:19])[C:17]2[C:12](=[C:13]([O:23]CC=C)[CH:14]=[CH:15][C:16]=2[O:20][CH2:21][CH3:22])[S:9]1(=[O:11])=[O:10])[C:2]1[CH:7]=[CH:6][CH:5]=[CH:4][CH:3]=1.COCCOCCO[CH2:35][CH2:36]OC.Cl[CH2:40]Cl>>[CH2:1]([N:8]1[C:18](=[O:19])[C:17]2[C:12](=[C:13]([OH:23])[C:14]([CH2:40][CH:35]=[CH2:36])=[CH:15][C:16]=2[O:20][CH2:21][CH3:22])[S:9]1(=[O:10])=[O:11])[C:2]1[CH:3]=[CH:4][CH:5]=[CH:6][CH:7]=1. The yield is 36.0%. Procedure details: A mixture of 2-benzyl-4-ethoxy-7-allyloxysaccharin (0.25 g) and triglyme was heated at 200° C. for 20 minutes, examined for extent of reaction by thin layer chromatography, heated at 200° C. for 20 minutes more, stirred overnight and poured into ice-water. The resulting tacky, brown solid was dissolved in dichloromethane. The dichloromethane solution was washed with saturated aqueous sodium chloride solution, dried over sodium sulfate and stripped of dichloromethane. Column chromatography of the... The reactants are ClCCl (dichloromethane), C(C1=CC=CC=C1)N1S(=O)(=O)C2=C(C=CC(=C2C1=O)OCC)OCC=C (2-benzyl-4-ethoxy-7-allyloxysaccharin), COCCOCCOCCOC (triglyme), ice water. Starting materials: CCOC(=O)CC(C)=O, N#CC(Cl)(Cl)Cl, [Na]. The product is CCOC(=O)C(C(C)=O)=C(N)C(Cl)(Cl)Cl. RXN SMILES: [C:1]([CH2:2][C:3](=[O:4])[CH3:5])(=[O:6])[O:7][CH2:8][CH3:9].[Cl:11][C:12]([C:13]#[N:14])([Cl:15])[Cl:16].[Na:10]>>[C:1]([C:2]([C:3](=[O:4])[CH3:5])=[C:13]([C:12]([Cl:11])([Cl:15])[Cl:16])[NH2:14])(=[O:6])[O:7][CH2:8][CH3:9]. Starting materials: FC(COCC(=O)O)(F)F ((2,2,2-trifluoroethoxy)acetic acid), S(=O)(Cl)Cl (Thionyl chloride). Solvent: C(Cl)(Cl)Cl (chloroform). Product: FC(COCC(=O)Cl)(F)F ((2,2,2-Trifluoroethoxy)acetyl chloride). Isolated yield 54.6%. RXN SMILES: [F:1][C:2]([F:10])([F:9])[CH2:3][O:4][CH2:5][C:6](O)=[O:7].S(Cl)([Cl:13])=O>C(Cl)(Cl)Cl>[F:1][C:2]([F:10])([F:9])[CH2:3][O:4][CH2:5][C:6]([Cl:13])=[O:7]. Procedure details: To a 3-neck 500 ml round-bottom flask equipped with a magnetic stirrer, reflux condenser and addition funnel was added (2,2,2-trifluoroethoxy)acetic acid (30.90 g, 0.196 moles) and 250 ml of chloroform under nitrogen. Thionyl chloride (30.20 g, 0.250 moles) was added dropwise and the solution refluxed for 2 hours. The mixture was then concentrated by distillation of the chloroform and excess thionyl chloride. The remaining yellow oil was distilled in vacuo to give 18.9 g of the product as a colo... Reactants: CS(=O)(=O)O, O=C1OC(=O)C2CCCCC12, Nc1ccncc1, Cc1ccccc1C. Yields the product O=C1C2CCCCC2C(=O)N1c1ccncc1. Reaction SMILES: [CH3:19][S:20]([OH:21])(=[O:22])=[O:23].[CH:8]12[CH:9]([CH2:10][CH2:11][CH2:12][CH2:13]1)[C:14](=[O:15])[O:16][C:17]2=[O:18].[NH2:1][c:2]1[cH:3][cH:4][n:5][cH:6][cH:7]1.[c:24]1([CH3:25])[c:26]([CH3:27])[cH:28][cH:29][cH:30][cH:31]1>>[N:1]1([c:2]2[cH:3][cH:4][n:5][cH:6][cH:7]2)[C:14](=[O:15])[CH:9]2[CH:8]([CH2:13][CH2:12][CH2:11][CH2:10]2)[C:17]1=[O:16]. Starting materials: CC(C)(C)[Si](Cl)(c1ccccc1)c1ccccc1, CC(C)C(CO)NC(=O)OCc1ccccc1, CN(C)C=O, c1c[nH]cn1. Yields the product CC(C)C(NC(=O)OCc1ccccc1)O[Si](c1ccccc1)(c1ccccc1)C(C)(C)C. Reaction SMILES: [C:18]([CH3:19])([CH3:20])([CH3:21])[Si:22]([c:23]1[cH:24][cH:25][cH:26][cH:27][cH:28]1)([c:29]1[cH:30][cH:31][cH:32][cH:33][cH:34]1)[Cl:35].[CH2:1]([c:2]1[cH:3][cH:4][cH:5][cH:6][cH:7]1)[O:8][C:9]([NH:10][CH:11]([CH:12]([CH3:13])[CH3:14])[CH2:15][OH:16])=[O:17].[CH3:41][N:42]([CH3:43])[CH:45]=[O:44].[nH:36]1[cH:37][cH:38][n:39][cH:40]1>>[CH2:1]([c:2]1[cH:3][cH:4][cH:5][cH:6][cH:7]1)[O:8][C:9]([NH:10][CH:11]([CH:12]([CH3:13])[CH3:14])[O:44][Si:22]([C:18]([CH3:19])([CH3:20])[CH3:21])([c:23]1[cH:24][cH:25][cH:26][cH:27][cH:28]1)[c:29]1[cH:30][cH:31][cH:32][cH:33][cH:34]1)=[O:17].